Dataset: the Open Reaction Database (ORD), a public repository of structured organic reaction records. Task: describe an organic reaction: reactants, conditions, products, and yield Starting materials: COC(C1=CC(=CC=C1)CCC1=CC=CC=C1)=O (3-Phenethyl-benzoic acid methyl ester), [OH-].[Na+] (NaOH), Cl (HCl). Solvent: CCO (EtOH). Product: C(CC1=CC=CC=C1)C=1C=C(C(=O)O)C=CC1 (3-Phenethyl-benzoic acid). RXN SMILES: C[O:2][C:3](=[O:18])[C:4]1[CH:9]=[CH:8][CH:7]=[C:6]([CH2:10][CH2:11][C:12]2[CH:17]=[CH:16][CH:15]=[CH:14][CH:13]=2)[CH:5]=1.[OH-].[Na+].Cl>CCO>[CH2:10]([C:6]1[CH:5]=[C:4]([CH:9]=[CH:8][CH:7]=1)[C:3]([OH:18])=[O:2])[CH2:11][C:12]1[CH:13]=[CH:14][CH:15]=[CH:16][CH:17]=1 |f:1.2|. Reported procedure: 75B (660 mg, 2.75 mmol) was suspended in EtOH (2 mL) and aqueous NaOH (1 M, 6 mL) and was heated to 80° C. for thirty minutes. Upon cooling to room temperature, the solution was acidified with HCl (concentrated), was cooled to 0° C., and was filtered. The white crystalline precipitate was dried under vacuum (356 mg, 57%). NMR 1H (ppm, CDCl3): 7.96-7.91 (m, 2H), 7.40-7.36 (m, 2H), 7.30-7.15 (n, 5H), 3.02-2.90 (m, 4H). The reactants are CN1C(C=CC(=C1)C1CCC(CC1)=O)=O (1-methyl-5-(4-oxo-cyclohexyl)-1H-pyridin-2-one), N1CC(C1)NC(=O)CNC(C1=CC(=CC=C1)C(F)(F)F)=O (N-(azetidin-3-ylcarbamoylmethyl)-3-trifluoromethyl-benzamide). Product: CN1C=C(C=CC1=O)C1CCC(CC1)N1CC(C1)NC(=O)CNC(C1=CC(=CC=C1)C(F)(F)F)=O (N-({1-[4-(1-Methyl-6-oxo-1,6-dihydro-pyridin-3-yl)-cyclohexyl]-azetidin-3-ylcarbamoyl}-methyl)-3-trifluoromethyl-benzamide). As a reaction SMILES: [CH3:1][N:2]1[CH:7]=[C:6]([CH:8]2[CH2:13][CH2:12][C:11](=O)[CH2:10][CH2:9]2)[CH:5]=[CH:4][C:3]1=[O:15].[NH:16]1[CH2:19][CH:18]([NH:20][C:21]([CH2:23][NH:24][C:25](=[O:36])[C:26]2[CH:31]=[CH:30][CH:29]=[C:28]([C:32]([F:35])([F:34])[F:33])[CH:27]=2)=[O:22])[CH2:17]1>>[CH3:1][N:2]1[C:3](=[O:15])[CH:4]=[CH:5][C:6]([CH:8]2[CH2:13][CH2:12][CH:11]([N:16]3[CH2:19][CH:18]([NH:20][C:21]([CH2:23][NH:24][C:25](=[O:36])[C:26]4[CH:31]=[CH:30][CH:29]=[C:28]([C:32]([F:35])([F:33])[F:34])[CH:27]=4)=[O:22])[CH2:17]3)[CH2:10][CH2:9]2)=[CH:7]1. Reported procedure: The title compounds were prepared as white solids from the reductive amination of 1-methyl-5-(4-oxo-cyclohexyl)-1H-pyridin-2-one (as prepared in the previous step) and N-(azetidin-3-ylcarbamoylmethyl)-3-trifluoromethyl-benzamide using the procedure described in Step F of Example 1. Yields the product C(C1=CC=CO1)NC(C(CC)OC1=C(C=CC(=C1)OC1=C(C=C(C=C1)C(F)(F)F)Cl)[N+](=O)[O-])=O (N-furfuryl-2-[2-nitro-5-(2-chloro-4-trifluoromethylphenoxy)phenoxy]butyramide). The solvent is C(Cl)Cl (methylene chloride), C(Cl)Cl (methylene chloride). Reaction SMILES: [CH2:1]([NH2:7])[C:2]1[O:6][CH:5]=[CH:4][CH:3]=1.[N+:8]([C:11]1[CH:23]=[CH:22][C:21]([O:24][C:25]2[CH:30]=[CH:29][C:28]([C:31]([F:34])([F:33])[F:32])=[CH:27][C:26]=2[Cl:35])=[CH:20][C:12]=1[O:13][CH:14]([CH2:18][CH3:19])[C:15](Cl)=[O:16])([O-:10])=[O:9]>C(Cl)Cl>[CH2:1]([NH:7][C:15](=[O:16])[CH:14]([O:13][C:12]1[CH:20]=[C:21]([O:24][C:25]2[CH:30]=[CH:29][C:28]([C:31]([F:34])([F:33])[F:32])=[CH:27][C:26]=2[Cl:35])[CH:22]=[CH:23][C:11]=1[N+:8]([O-:10])=[O:9])[CH2:18][CH3:19])[C:2]1[O:6][CH:5]=[CH:4][CH:3]=1. Reported procedure: Furfurylamine (0.015 mole) triethylamine (5 ml) and methylene chloride (50 ml) are charged into a glass reaction vessel equipped with a mechanical stirrer, thermometer and addition funnel. The reaction mixture is cooled to about -15° C. and a solution of 2-[2-nitro-5-(2-chloro-4-trifluoromethylphenoxy)phenoxy]butyryl chloride (0.01 mole) in methylene chloride (50 ml) is added dropwise with stirring. After the addition is completed the reaction mixture is allowed to warm to room temperature with ... Conditions: temperature -15 celsius. Reactants: [N+](=O)([O-])C1=C(OC(C(=O)Cl)CC)C=C(C=C1)OC1=C(C=C(C=C1)C(F)(F)F)Cl (2-[2-nitro-5-(2-chloro-4-trifluoromethylphenoxy)phenoxy]butyryl chloride), C(C1=CC=CO1)N (Furfurylamine). Reactants: C(CCC)[Li] (n-Butyl lithium), solution, C(C)(C)NC(C)C (diisopropylamine), C1(CCCC1)OC=1C(=NC=C(C(=O)OC)C1)OC (methyl 5-cyclopentyloxy-6-methoxynicotinoate), [Cl-].[NH4+] (ammonium chloride), ClC=1C=NC=C(C1C)Cl (3,5-dichloro-4-methylpyridine). Solvent: hexanes, O1CCCC1 (tetrahydrofuran), O1CCCC1 (tetrahydrofuran), O1CCCC1 (tetrahydrofuran). Conditions: temperature -78 celsius, time 30 minute. Product: C1(CCCC1)OC=1C=C(C=NC1OC)C(CC1=C(C=NC=C1Cl)Cl)=O (1-(5-cyclopentyloxy-6-methoxypyridin-3-yl)-2-(3,5-dichloropyrid-4-yl)ethanone). The yield is 43.9%. As a reaction SMILES: C([Li])CCC.C(NC(C)C)(C)C.[Cl:13][C:14]1[CH:15]=[N:16][CH:17]=[C:18]([Cl:21])[C:19]=1[CH3:20].[CH:22]1([O:27][C:28]2[C:29]([O:38][CH3:39])=[N:30][CH:31]=[C:32]([CH:37]=2)[C:33](OC)=[O:34])[CH2:26][CH2:25][CH2:24][CH2:23]1.[Cl-].[NH4+]>O1CCCC1>[CH:22]1([O:27][C:28]2[CH:37]=[C:32]([C:33](=[O:34])[CH2:20][C:19]3[C:18]([Cl:21])=[CH:17][N:16]=[CH:15][C:14]=3[Cl:13])[CH:31]=[N:30][C:29]=2[O:38][CH3:39])[CH2:23][CH2:24][CH2:25][CH2:26]1 |f:4.5|. Procedure: n-Butyl lithium (4.9 mL of a 2.5M solution in hexanes) is added dropwise to a stirred solution of diisopropylamine (1.7 mL) in dry tetrahydrofuran (20 mL) at −78° C. under a nitrogen atmosphere. After 30 minutes. a solution of 3,5-dichloro-4-methylpyridine (1.95 g) in dry tetrahydrofuran (10 mL) is added dropwise and the solution stirred at −78° C. for a further 30 minutes. A solution of methyl 5-cyclopentyloxy-6-methoxynicotinoate (1.5 g) in dry tetrahydrofuran (15 mL) is added and the red mixt...